This data is from the Open Reaction Database (ORD), a public repository of structured organic reaction records. The task is: describe an organic reaction: reactants, conditions, products, and yield Reactants: C(C)C(C(=O)O)OC1=C(C=C(C=C1)[N+](=O)[O-])OC (Ethyl (2-methoxy-4-nitrophenoxy)acetic acid). Reagents/catalysts: [Pd] (Pd/C). Solvent: CCO (EtOH). Yields the product C(C)C(C(=O)O)OC1=C(C=C(C=C1)N)OC (Ethyl (2-methoxy-4-aminophenoxy)acetic acid). RXN SMILES: [CH2:1]([CH:3]([O:7][C:8]1[CH:13]=[CH:12][C:11]([N+:14]([O-])=O)=[CH:10][C:9]=1[O:17][CH3:18])[C:4]([OH:6])=[O:5])[CH3:2]>CCO.[Pd]>[CH2:1]([CH:3]([O:7][C:8]1[CH:13]=[CH:12][C:11]([NH2:14])=[CH:10][C:9]=1[O:17][CH3:18])[C:4]([OH:6])=[O:5])[CH3:2]. Reported procedure: A solution of 5-15 (0.7 g, 2.7 mmol) in EtOH (10 mL) was treated with 10% Pd/C (0.14 g) and hydrogenated at balloon pressure. The solution was filtered through Solka-Floc and evaporated to give 5-16 as a tan oil. The reactants are CC(C)(C)OC(=O)N[C@@H](C(=O)O)CC ((2R)-2-({[(1,1-dimethylethyl)oxy]carbonyl}amino)butanoic acid), CN(C=O)C (N,N-dimethylformamide), CN(C)C(=[N+](C)C)ON1C2=C(C=CC=C2)N=N1.[B-](F)(F)(F)F (TBTU), CC1(COC2=C1C(=CC=C2)OC2=NC=C(C=N2)N)C (2-[(3,3-dimethyl-2,3-dihydro-1-benzofuran-4-yl)oxy]-5-pyrimidinamine), CC1(COC2=C1C(=CC=C2)OC2=NC=C(C=N2)N)C (2-[(3,3-dimethyl-2,3-dihydro-1-benzofuran-4-yl)oxy]-5-pyrimidinamine). Run in C(C)(=O)OCC (ethyl acetate). Conditions: time 15 minute. The product is CC1(COC2=C1C(=CC=C2)OC2=NC=C(C=N2)NC(=O)[C@@H](CC)NC(OC(C)(C)C)=O)C (1,1-dimethylethyl {(1R)-1-[({2-[(3,3-dimethyl-2,3-dihydro-1-benzofuran-4-yl)oxy]-5-pyrimidinyl}amino)carbonyl]propyl}carbamate). The yield is 15.0%. RXN SMILES: [CH3:1][C:2]([O:5][C:6]([NH:8][C@H:9]([CH2:13][CH3:14])[C:10]([OH:12])=O)=[O:7])([CH3:4])[CH3:3].CN(C)C=O.CN(C(ON1N=NC2C=CC=CC1=2)=[N+](C)C)C.[B-](F)(F)(F)F.[CH3:42][C:43]1([CH3:60])[C:47]2[C:48]([O:52][C:53]3[N:58]=[CH:57][C:56]([NH2:59])=[CH:55][N:54]=3)=[CH:49][CH:50]=[CH:51][C:46]=2[O:45][CH2:44]1>C(OCC)(=O)C>[CH3:42][C:43]1([CH3:60])[C:47]2[C:48]([O:52][C:53]3[N:54]=[CH:55][C:56]([NH:59][C:10]([C@H:9]([NH:8][C:6](=[O:7])[O:5][C:2]([CH3:1])([CH3:3])[CH3:4])[CH2:13][CH3:14])=[O:12])=[CH:57][N:58]=3)=[CH:49][CH:50]=[CH:51][C:46]=2[O:45][CH2:44]1 |f:2.3|. Reported procedure: To a solution of (2R)-2-({[(1,1-dimethylethyl)oxy]carbonyl}amino)butanoic acid (20.14 mg, 0.099 mmol) in N,N-dimethylformamide (1.5 mL) DIPEA (0.029 mL, 0.165 mmol) and TBTU (33.9 mg, 0.106 mmol) were added. The mixture reaction was stirred during 15 minutes at room temperature, then 2-[(3,3-dimethyl-2,3-dihydro-1-benzofuran-4-yl)oxy]-5-pyrimidinamine (Intermediate 65, 17 mg) was added. The reaction mixture was stirred during 48 hours at room temperature. The mixture was diluted with ethyl aceta... Reactants: C(#N)C1=CC=C(C=2NN=NC21)[N+](=O)[O-] (4-cyano-7-nitrobenzotriazole). The reagents and catalysts are [Pd] (Pd/C). The solvent is CO (methanol). The product is C(#N)C1=CC=C(C=2NN=NC21)N (4-cyano-7-aminobenzotriazole). The yield is 94.8%. Reaction SMILES: [C:1]([C:3]1[C:11]2[N:10]=[N:9][NH:8][C:7]=2[C:6]([N+:12]([O-])=O)=[CH:5][CH:4]=1)#[N:2]>CO.[Pd]>[C:1]([C:3]1[C:11]2[N:10]=[N:9][NH:8][C:7]=2[C:6]([NH2:12])=[CH:5][CH:4]=1)#[N:2]. Reported procedure: To a solution of 4-cyano-7-nitrobenzotriazole (120 mg, 0.63 mmol) in methanol (250 ml) was added 10% Pd/C (1.0 g). The mixture was flushed with argon, then hydrogen was bubbled through the solution for 10 min. and a hydrogen atmosphere was maintained at balloon pressure for 4 hrs. The reaction mixture was flushed with argon and 10% Pd/C (1.0 g) was additionally added and a hydrogen atmosphere was maintained at balloon pressure for 1 hr. The mixture was filtered through celite and the celite was ... Starting materials: CCCCNCCCC, Cc1ccc(N=C=O)c(C)c1, CCCCCC. Product: CCCCN(CCCC)C(=O)Nc1ccc(C)cc1C. As a reaction SMILES: [CH2:12]([CH2:13][CH2:14][CH3:15])[NH:16][CH2:17][CH2:18][CH2:19][CH3:20].[CH3:1][c:2]1[c:3]([N:9]=[C:10]=[O:11])[cH:4][cH:5][c:6]([CH3:8])[cH:7]1.[CH3:21][CH2:22][CH2:23][CH2:24][CH2:25][CH3:26]>>[CH3:1][c:2]1[c:3]([NH:9][C:10](=[O:11])[N:16]([CH2:12][CH2:13][CH2:14][CH3:15])[CH2:17][CH2:18][CH2:19][CH3:20])[cH:4][cH:5][c:6]([CH3:8])[cH:7]1. Starting materials: C(C)(C)(C)O[C@H](C(=O)OC)C1=C(C2=C(N=C(S2)C2=CC=C3C(=N2)C(=NN3C)N3CCN(CC3)C)C=C1C)C1=CC=C(C=C1)Cl ((S)-methyl 2-tert-butoxy-2-(7-(4-chlorophenyl)-5-methyl-2-(1-methyl-3-(4-methylpiperazin-1-yl)-1H-pyrazolo[4,3-b]pyridin-5-yl)benzo[d]thiazol-6-yl)acetate), [OH-].[Na+] (NaOH). Run in C1CCOC1 (THF), CO (MeOH). Run at temperature 45 celsius. The product is C(C)(C)(C)O[C@H](C(=O)O)C1=C(C2=C(N=C(S2)C2=CC=C3C(=N2)C(=NN3C)N3CCN(CC3)C)C=C1C)C1=CC=C(C=C1)Cl ((S)-2-tert-butoxy-2-(7-(4-chlorophenyl)-5-methyl-2-(1-methyl-3-(4-methylpiperazin-1-yl)-1H-pyrazolo[4,3-b]pyridin-5-yl)benzo[d]thiazol-6-yl)acetic acid). As a reaction SMILES: [C:1]([O:5][C@@H:6]([C:11]1[C:36]([CH3:37])=[CH:35][C:14]2[N:15]=[C:16]([C:18]3[N:23]=[C:22]4[C:24]([N:28]5[CH2:33][CH2:32][N:31]([CH3:34])[CH2:30][CH2:29]5)=[N:25][N:26]([CH3:27])[C:21]4=[CH:20][CH:19]=3)[S:17][C:13]=2[C:12]=1[C:38]1[CH:43]=[CH:42][C:41]([Cl:44])=[CH:40][CH:39]=1)[C:7]([O:9]C)=[O:8])([CH3:4])([CH3:3])[CH3:2].[OH-].[Na+]>C1COCC1.CO>[C:1]([O:5][C@@H:6]([C:11]1[C:36]([CH3:37])=[CH:35][C:14]2[N:15]=[C:16]([C:18]3[N:23]=[C:22]4[C:24]([N:28]5[CH2:29][CH2:30][N:31]([CH3:34])[CH2:32][CH2:33]5)=[N:25][N:26]([CH3:27])[C:21]4=[CH:20][CH:19]=3)[S:17][C:13]=2[C:12]=1[C:38]1[CH:39]=[CH:40][C:41]([Cl:44])=[CH:42][CH:43]=1)[C:7]([OH:9])=[O:8])([CH3:4])([CH3:2])[CH3:3] |f:1.2|. Reported procedure: To a solution of (S)-methyl 2-tert-butoxy-2-(7-(4-chlorophenyl)-5-methyl-2-(1-methyl-3-(4-methylpiperazin-1-yl)-1H-pyrazolo[4,3-b]pyridin-5-yl)benzo[d]thiazol-6-yl)acetate (11 mg, 0.017 mmol) in THF (0.5 mL) and MeOH (0.5 mL) was added 2N NaOH (174 μL). The reaction mixture was heated at 45° C. overnight. The reaction mixture was concentrated, the residue was dissolved in DMF and MeOH, filtered and purified by reverse phase HPLC (10-100% ACN/H2O+0.1% TFA) to give the product. 1H NMR (400 MHz, CD... Procedure: Ethyl 3-(2,4-difluorophenyl)-1-(4-methoxybenzyl)-1H-thieno[2,3-c]pyrazole-5-carboxylate (1.0103 g, 2.358 mmol) was dissolved in a mixture of 1,2-dichloroethane (11.79 ml) and trifluoroacetic acid (11.79 ml) at 25° C. in a sealed heavy-walled reaction vessel. The reaction mixture was heated to 100° C. and allowed to stir for 2 h. The reaction was stopped, cooled to room temperature, and concentrated under reduced pressure. The residue was taken up in ethyl acetate (20 mL), washed with saturated a... The product is FC1=C(C=CC(=C1)F)C=1C2=C(NN1)SC(=C2)C(=O)OCC (Ethyl 3-(2,4-difluorophenyl)-1H-thieno[2,3-c]pyrazole-5-carboxylate). Reaction conditions: temperature 100 celsius, time 2 hour. Starting materials: FC1=C(C=CC(=C1)F)C=1C2=C(N(N1)CC1=CC=C(C=C1)OC)SC(=C2)C(=O)OCC (Ethyl 3-(2,4-difluorophenyl)-1-(4-methoxybenzyl)-1H-thieno[2,3-c]pyrazole-5-carboxylate). Reaction SMILES: [F:1][C:2]1[CH:7]=[C:6]([F:8])[CH:5]=[CH:4][C:3]=1[C:9]1[C:10]2[CH:25]=[C:24]([C:26]([O:28][CH2:29][CH3:30])=[O:27])[S:23][C:11]=2[N:12](CC2C=CC(OC)=CC=2)[N:13]=1>ClCCCl.FC(F)(F)C(O)=O>[F:1][C:2]1[CH:7]=[C:6]([F:8])[CH:5]=[CH:4][C:3]=1[C:9]1[C:10]2[CH:25]=[C:24]([C:26]([O:28][CH2:29][CH3:30])=[O:27])[S:23][C:11]=2[NH:12][N:13]=1. Yield: 98.9%. Solvent: ClCCCl (1,2-dichloroethane), FC(C(=O)O)(F)F (trifluoroacetic acid). Reactants: COCCOC, [Ca+2], S=C(Cl)Cl, Cc1cc2oc(-c3ccccn3)nc2cc1N, O=C([O-])[O-], O. The product is Cc1cc2oc(-c3ccccn3)nc2cc1N=C=S. Reaction SMILES: [CH3:23][O:24][CH2:25][CH2:26][O:27][CH3:28].[Ca+2:18].[Cl:29][C:30]([Cl:31])=[S:32].[NH2:1][c:2]1[c:3]([CH3:17])[cH:4][c:5]2[c:6]([n:7][c:8](-[c:10]3[n:11][cH:12][cH:13][cH:14][cH:15]3)[o:9]2)[cH:16]1.[O-:19][C:20](=[O:21])[O-:22].[OH2:33]>>[N:1]([c:2]1[c:3]([CH3:17])[cH:4][c:5]2[c:6]([n:7][c:8](-[c:10]3[n:11][cH:12][cH:13][cH:14][cH:15]3)[o:9]2)[cH:16]1)=[C:30]=[S:32].